From a dataset of the Open Reaction Database (ORD), a public repository of structured organic reaction records. describe an organic reaction: reactants, conditions, products, and yield Starting materials: C(C)[Al](CC)CC (triethyl-aluminum), B(F)(F)F.CCOCC (BF3 Et2O), OS(=O)(=O)O (H2SO4), [Al+3].[Cl-].[Cl-].[Cl-] (AlCl3), B(F)(F)F.CO (BF3 CH3OH), B(F)(F)F.O (BF3 H2O), C(F)(F)(F)C(=O)O (CF3CO2H). Reagents/catalysts: Cl[Ti](Cl)(Cl)Cl (TiCl4). Reaction conditions: temperature 83 celsius. The product is B(F)(F)F (BF3), B(F)(F)F.CO (BF3 CH3OH). RXN SMILES: [B:1]([F:4])([F:3])[F:2].CO.[B:7]([F:10])([F:9])[F:8].O.B(F)(F)F.C[CH2:17][O:18]CC.C([Al](CC)CC)C.C(C(O)=O)(F)(F)F.[Al+3].[Cl-].[Cl-].[Cl-].OS(O)(=O)=O>Cl[Ti](Cl)(Cl)Cl>[B:1]([F:4])([F:3])[F:2].[B:7]([F:10])([F:9])[F:8].[CH3:17][OH:18] |f:0.1,2.3,4.5,8.9.10.11,15.16|. Reported procedure: As a comparison when other alkylating catalysts were used, the maximum yield was about 16% at reflux temperature 83° C. At 25° C. GC showed at most only a trace amount of product. Catalysts used included BF3 /CH3OH, BF3 /H2O, BF3 -Et2O, triethyl-aluminum, CF3CO2H, AlCl3, H2SO4 (no solvent) and TiCl4. Only the BF3 and BF3 /CH3OH catalyzed reactions provided any measurable amount of product under the reaction conditions illustrated below. Reactants: ClC1=C(OC2=CC3=C(NC(C(O3)C)=O)C=C2)C=CC(=C1)C(F)(F)F (7-(2-Chloro-4-trifluoromethylphenoxy)-2-methyl-2H-1,4-benzoxazine-3 (4H)-one), [H-].[Na+] (sodium hydride), O (water), CI (methyl iodide). The solvent is CN(C=O)C (dimethylformamide), CN(C=O)C (dimethylformamide). Run at time 10 minute. Product: ClC1=C(OC2=CC3=C(N(C(C(O3)C)=O)C)C=C2)C=CC(=C1)C(F)(F)F (7-(2-Chloro-4-trifluoromethylphenoxy)-2,4-dimethyl-2H-1,4-benzoxazine-3 (4H)-one). The yield is 96.2%. As a reaction SMILES: [H-].[Na+].[Cl:3][C:4]1[CH:22]=[C:21]([C:23]([F:26])([F:25])[F:24])[CH:20]=[CH:19][C:5]=1[O:6][C:7]1[CH:18]=[CH:17][C:10]2[NH:11][C:12](=[O:16])[CH:13]([CH3:15])[O:14][C:9]=2[CH:8]=1.[CH3:27]I.O>CN(C)C=O>[Cl:3][C:4]1[CH:22]=[C:21]([C:23]([F:24])([F:25])[F:26])[CH:20]=[CH:19][C:5]=1[O:6][C:7]1[CH:18]=[CH:17][C:10]2[N:11]([CH3:27])[C:12](=[O:16])[CH:13]([CH3:15])[O:14][C:9]=2[CH:8]=1 |f:0.1|. Procedure: First, 60% sodium hydride (0.2 g) was suspended in dimethylformamide (5 ml), and a solution of 7-(2-chloro -4-trifluoromethylphenoxy)-2-methyl-2H-1,4-benzoxazine-3 (4H)-one (0.4 g) prepared in Example 1 in dimethylformamide (5 ml) was dropwise added thereto while cooling with ice, and the mixture was stirred for 10 min. Then methyl iodide (0.7 g) was added thereto and the mixture was stirred for additional 10 min, and thereafter, water (20 ml) was added thereto to terminate the reaction. The rea... The reactants are C(C)(C)(C)OC(=O)N(NC(=O)[C@H]1N2C(N([C@H](CC1)C2)OS(=O)(=O)[O-])=O)C.C(CCC)[N+](CCCC)(CCCC)CCCC (N,N,N-tributylbutan-1-aminium ({[(2S,5R)-2-{[2-(tert-butoxycarbonyl)-2-methylhydrazinyl]carbonyl}-7-oxo-1,6-diazabicyclo[3.2.1]oct-6-yl]oxy}sulfonyl)oxidanide), FC(C(=O)O)(F)F (trifluoroacetic acid). Run in C(Cl)Cl (DCM). Run at time 2 hour. The product is CNNC(=O)[C@H]1N2C(N([C@H](CC1)C2)OS(=O)(=O)O)=O ((2S,5R)—N′-methyl-7-oxo-6-(sulfooxy)-1,6-diazabicyclo[3.2.1]octane-2-carbohydrazide). RXN SMILES: C(O[C:6]([N:8](C)[NH:9][C:10]([C@@H:12]1[CH2:18][CH2:17][C@@H:16]2[CH2:19][N:13]1[C:14](=[O:25])[N:15]2[O:20][S:21]([O-:24])(=[O:23])=[O:22])=[O:11])=O)(C)(C)C.C([N+](CCCC)(CCCC)CCCC)CCC.FC(F)(F)C(O)=O>C(Cl)Cl>[CH3:6][NH:8][NH:9][C:10]([C@@H:12]1[CH2:18][CH2:17][C@@H:16]2[CH2:19][N:13]1[C:14](=[O:25])[N:15]2[O:20][S:21]([OH:24])(=[O:23])=[O:22])=[O:11] |f:0.1|. Reported procedure: To a solution of N,N,N-tributylbutan-1-aminium({[(2S,5R)-2-{[2-(tert-butoxycarbonyl)-2-methylhydrazinyl]carbonyl}-7-oxo-1,6-diazabicyclo[3.2.1]oct-6-yl]oxy}sulfonyl)oxidanide 180 (0.31 g, 0.49 mmol) in DCM (20 mL) was added trifluoroacetic acid (1.2 mL, 15.55 mmol) dropwise at 0° C. The reaction mixture was stirred for 2 h, than evaporated. Ether was added to the residue and the resulting white precipitate was collected by centrifugation. The solid was triturated with acetonitrile (2×) and the w... Starting materials: C1CCC2=NCCCN2CC1, O=C(Nc1cccc2cnccc12)C(Cl)(Cl)Cl, NCCc1ccc(F)cc1. Product: O=C(NCCc1ccc(F)cc1)Nc1cccc2cnccc12. RXN SMILES: [CH2:11]1[CH2:12][CH2:13][C:14]2=[N:19][CH2:18][CH2:17][CH2:16][N:15]2[CH2:20][CH2:21]1.[Cl:22][C:23]([C:24](=[O:25])[NH:26][c:27]1[c:28]2[cH:29][cH:30][n:31][cH:32][c:33]2[cH:34][cH:35][cH:36]1)([Cl:37])[Cl:38].[F:1][c:2]1[cH:3][cH:4][c:5]([CH2:8][CH2:9][NH2:10])[cH:6][cH:7]1>>[F:1][c:2]1[cH:3][cH:4][c:5]([CH2:8][CH2:9][NH:10][C:24](=[O:25])[NH:26][c:27]2[c:28]3[cH:29][cH:30][n:31][cH:32][c:33]3[cH:34][cH:35][cH:36]2)[cH:6][cH:7]1. The reactants are NC1=C2C(C(=CN(C2=C(C(=C1F)NCCNC1=NC=C(C=C1)C(=O)OCC)OC)C1CC1)C(=O)O)=O (5-amino-1-cyclopropyl-7-[2-[(5-ethoxycarbonyl-2-pyridyl)amino]ethylamino]-6-fluoro-1,4-dihydro-8-methoxy-4-oxoquinoline-3-carboxylic acid), [C-]#N.[Na+] (NaCN), O (water). Solvent: CS(=O)C (DMSO). Run at temperature 120 celsius, time 2 hour. Product: NC1=C2C(C=CN(C2=C(C(=C1F)NCCNC1=NC=C(C=C1)C(=O)OCC)OC)C1CC1)=O (ethyl 2-[2-[(5-amino-1-cyclopropyl-6-fluoro-1,4-dihydro-8-methoxy-4-oxoquinolin-7-yl)amino]ethylamino]pyridine-5-carboxylate). Isolated yield 80.7%. RXN SMILES: [NH2:1][C:2]1[C:11]([F:12])=[C:10]([NH:13][CH2:14][CH2:15][NH:16][C:17]2[CH:22]=[CH:21][C:20]([C:23]([O:25][CH2:26][CH3:27])=[O:24])=[CH:19][N:18]=2)[C:9]([O:28][CH3:29])=[C:8]2[C:3]=1[C:4](=[O:36])[C:5](C(O)=O)=[CH:6][N:7]2[CH:30]1[CH2:32][CH2:31]1.[C-]#N.[Na+].O>CS(C)=O>[NH2:1][C:2]1[C:11]([F:12])=[C:10]([NH:13][CH2:14][CH2:15][NH:16][C:17]2[CH:22]=[CH:21][C:20]([C:23]([O:25][CH2:26][CH3:27])=[O:24])=[CH:19][N:18]=2)[C:9]([O:28][CH3:29])=[C:8]2[C:3]=1[C:4](=[O:36])[CH:5]=[CH:6][N:7]2[CH:30]1[CH2:32][CH2:31]1 |f:1.2|. Procedure details: A mixture of 5-amino-1-cyclopropyl-7-[2-[(5-ethoxycarbonyl-2-pyridyl)amino]ethylamino]-6-fluoro-1,4-dihydro-8-methoxy-4-oxoquinoline-3-carboxylic acid (540 mg, 1.08 mmol) and NaCN (540 mg, 11.0 mmol) in DMSO (10 mL) was stirred at 120° C. for 2 h. After cooling, the reaction mixture was poured into water (100 mL) and extracted with EtOAc (2×50 mL). The organic layer washed with water (2×50 mL) and brine (50 mL), dried over Na2SO4, and concentrated in vacuo. The residue was purified by column chr... Starting materials: Cc1cc2nc(NC(=O)c3ccc(C(C)(C)CO[Si](C)(C)C(C)(C)C)cc3)cc(Cl)n2n1, CCCC[N+](CCCC)(CCCC)CCCC, C1CCOC1, [F-], O=P([O-])([O-])[O-]. Product: Cc1cc2nc(NC(=O)c3ccc(C(C)(C)CO)cc3)cc(Cl)n2n1. As a reaction SMILES: [C:1]([Si:2]([CH3:3])([CH3:4])[O:6][CH2:7][C:8]([CH3:9])([CH3:10])[c:11]1[cH:12][cH:13][c:14]([C:15](=[O:16])[NH:17][c:18]2[n:19][c:20]3[n:21]([c:22]([Cl:24])[cH:23]2)[n:25][c:26]([CH3:28])[cH:27]3)[cH:29][cH:30]1)([CH3:5])([CH3:31])[CH3:32].[CH2:34]([N+:35]([CH2:36][CH2:37][CH2:38][CH3:39])([CH2:40][CH2:41][CH2:42][CH3:43])[CH2:44][CH2:45][CH2:46][CH3:47])[CH2:48][CH2:49][CH3:50].[CH2:56]1[O:57][CH2:58][CH2:59][CH2:60]1.[F-:33].[O-:51][P:52](=[O:53])([O-:54])[O-:55]>>[OH:6][CH2:7][C:8]([CH3:9])([CH3:10])[c:11]1[cH:12][cH:13][c:14]([C:15](=[O:16])[NH:17][c:18]2[n:19][c:20]3[n:21]([c:22]([Cl:24])[cH:23]2)[n:25][c:26]([CH3:28])[cH:27]3)[cH:29][cH:30]1.